Task: describe an organic reaction: reactants, conditions, products, and yield. Dataset: the Open Reaction Database (ORD), a public repository of structured organic reaction records Reactants: [OH-].[Na+] (NaOH), C(=O)([O-])[O-].[Na+].[Na+] (Na2CO3), C(CCCCCCCCCCC)OC[C@H](CO)O ((S)-3-(dodecyloxy)propane-1,2-diol). Run in C(Cl)Cl (DCM), Br.CC(=O)O (HBr AcOH), CCOCC (Et2O). Reaction conditions: temperature 0 celsius, time 30 minute. The product is C(CCCCCCCCCCC)OC[C@H]1OC1 ((S)-2-((dodecyloxy)methyl)oxirane). As a reaction SMILES: [CH2:1]([O:13][CH2:14][C@@H:15]([OH:18])[CH2:16]O)[CH2:2][CH2:3][CH2:4][CH2:5][CH2:6][CH2:7][CH2:8][CH2:9][CH2:10][CH2:11][CH3:12].C([O-])([O-])=O.[Na+].[Na+].[OH-].[Na+]>Br.CC(O)=O.C(Cl)Cl.CCOCC>[CH2:1]([O:13][CH2:14][C@@H:15]1[CH2:16][O:18]1)[CH2:2][CH2:3][CH2:4][CH2:5][CH2:6][CH2:7][CH2:8][CH2:9][CH2:10][CH2:11][CH3:12] |f:1.2.3,4.5,6.7|. Procedure details: A solution of (S)-3-(dodecyloxy)propane-1,2-diol (1 eq) in HBr/AcOH (33 wt %, 0.4 M) was stirred at 35° C. for 30 minutes. The reaction mixture was cooled down to 0° C., diluted with DCM and tuned to pH 7 by adding saturated Na2CO3. The organic layer was separated, dried over Na2SO4 and concentrated en vaccuo. The residue was dissolved in MeOH (0.5 M), cooled down to 0° C. and treated with NaOH (3N in MeOH, 2.5 eq). The reaction mixture was stirred for 30 minutes and diluted with Et2O. The organ... RXN SMILES: [C:1]([CH3:2])([CH3:3])([CH3:4])[NH:5][S:6](=[O:7])(=[O:8])[c:9]1[c:10]([Cl:42])[cH:11][c:12]([O:39][CH2:40][CH3:41])[c:13]([C:15]2=[N:19][C:18]([CH3:20])([c:21]3[cH:22][cH:23][c:24]([Cl:27])[cH:25][cH:26]3)[C:17]([CH3:28])([c:29]3[cH:30][cH:31][c:32]([Cl:35])[cH:33][cH:34]3)[N:16]2[C:36](=[O:37])[Cl:38])[cH:14]1.[CH3:43][O:44][C:45](=[O:46])[CH:47]1[N:48]([CH3:53])[CH2:49][CH2:50][NH:51][CH2:52]1>>[C:1]([CH3:2])([CH3:3])([CH3:4])[NH:5][S:6](=[O:7])(=[O:8])[c:9]1[c:10]([Cl:42])[cH:11][c:12]([O:39][CH2:40][CH3:41])[c:13]([C:15]2=[N:19][C:18]([CH3:20])([c:21]3[cH:22][cH:23][c:24]([Cl:27])[cH:25][cH:26]3)[C:17]([CH3:28])([c:29]3[cH:30][cH:31][c:32]([Cl:35])[cH:33][cH:34]3)[N:16]2[C:36](=[O:37])[N:51]2[CH2:50][CH2:49][N:48]([CH3:53])[CH:47]([C:45]([O:44][CH3:43])=[O:46])[CH2:52]2)[cH:14]1. Yields the product CCOc1cc(Cl)c(S(=O)(=O)NC(C)(C)C)cc1C1=NC(C)(c2ccc(Cl)cc2)C(C)(c2ccc(Cl)cc2)N1C(=O)N1CCN(C)C(C(=O)OC)C1. Reactants: CCOc1cc(Cl)c(S(=O)(=O)NC(C)(C)C)cc1C1=NC(C)(c2ccc(Cl)cc2)C(C)(c2ccc(Cl)cc2)N1C(=O)Cl, COC(=O)C1CNCCN1C. Starting materials: BrC1=CC(=C(C=C1)C(=O)C1COCC1)F ((4-bromo-2-fluorophenyl)(tetrahydro-3-furanyl)methanone), BrC1=CC(=C(C=C1)C(=O)C1COCC1)F ((4-bromo-2-fluorophenyl)(tetrahydro-3-furanyl)methanone), N(N)C(=O)OC(C)(C)C (1,1-dimethylethyl hydrazinecarboxylate), C(C)(=O)O (acetic acid). The solvent is CO (methanol). Yields the product BrC1=CC(=C(C=C1)C(=NNC(=O)OC(C)(C)C)C1COCC1)F (1,1-Dimethylethyl 2-[(4-bromo-2-fluorophenyl)(tetrahydro-3-furanyl)methylidene]hydrazinecarboxylate). The yield is 91.3%. Reaction SMILES: [Br:1][C:2]1[CH:7]=[CH:6][C:5]([C:8]([CH:10]2[CH2:14][CH2:13][O:12][CH2:11]2)=O)=[C:4]([F:15])[CH:3]=1.[NH:16]([C:18]([O:20][C:21]([CH3:24])([CH3:23])[CH3:22])=[O:19])[NH2:17].C(O)(=O)C>CO>[Br:1][C:2]1[CH:7]=[CH:6][C:5]([C:8]([CH:10]2[CH2:14][CH2:13][O:12][CH2:11]2)=[N:17][NH:16][C:18]([O:20][C:21]([CH3:24])([CH3:23])[CH3:22])=[O:19])=[C:4]([F:15])[CH:3]=1. Procedure details: A mixture of ((4-bromo-2-fluorophenyl)(tetrahydro-3-furanyl)methanone (Intermediate 7, 850 mg) 1,1-dimethylethyl hydrazinecarboxylate (616 mg) and acetic acid (1 mL) in methanol (5 mL) was stirred at reflux under nitrogen for 20 h. The solvent was removed under vacuum and the residue was partitioned between ethyl acetate and water. The organic phase was washed with sodium bicarbonate (1M, 10 mL), dried using a hydrophobic filter tube and concentrated under vacuum to give the title compound as a ... Reactants: CO, [O-]Cl, NCC1(CN)CCOCC1, [Na+], O, OO. Yields the product C1CC2(CCO1)CN=NC2. RXN SMILES: [CH3:17][OH:18].[Cl:13][O-:14].[NH2:1][CH2:2][C:3]1([CH2:9][NH2:10])[CH2:4][CH2:5][O:6][CH2:7][CH2:8]1.[Na+:15].[OH2:16].[OH:11][OH:12]>>[N:1]1=[N:10][CH2:9][C:3]2([CH2:2]1)[CH2:4][CH2:5][O:6][CH2:7][CH2:8]2. The reactants are [N+](=O)([O-])CCCCOC(CCCCCCCCCCCCCCC)=O (Hexadecanoic acid (4-nitrobutyl)ester). The reagents and catalysts are [Zn] (zinc). The solvent is CCO.C1CCOC1 (EtOH THF). Product: NCCCCOC(CCCCCCCCCCCCCCC)=O (hexadecanoic acid (4-amino-butyl) ester). Reaction SMILES: [N+:1]([CH2:4][CH2:5][CH2:6][CH2:7][O:8][C:9](=[O:25])[CH2:10][CH2:11][CH2:12][CH2:13][CH2:14][CH2:15][CH2:16][CH2:17][CH2:18][CH2:19][CH2:20][CH2:21][CH2:22][CH2:23][CH3:24])([O-])=O>CCO.C1COCC1.[Zn]>[NH2:1][CH2:4][CH2:5][CH2:6][CH2:7][O:8][C:9](=[O:25])[CH2:10][CH2:11][CH2:12][CH2:13][CH2:14][CH2:15][CH2:16][CH2:17][CH2:18][CH2:19][CH2:20][CH2:21][CH2:22][CH2:23][CH3:24] |f:1.2|. Procedure details: Hexadecanoic acid (4-nitrobutyl)ester was reduced with zinc in EtOH/THF/6 nHCl for 30 minutes at 35°-35°. Work up in the cold via basification with ammonia and extraction with methylene chloride yielded a crude residue. Crystallization from ether furnished off-white crystals, m.p. 59°-61°. Starting materials: C[Mg]I (Methyl magnesium iodide), C(C1=CC=CC=C1)OCC(C=O)(CCC)CSCC1=CC=CC=C1 (2-benzyloxymethyl-2-benzylthiomethyl-pentanal), Cl (hydrochloric acid). Solvent: C(C)OCC (diethyl ether). Reaction conditions: time 2 hour. Yields the product C(C1=CC=CC=C1)OCC(C(C)O)(CCC)CSCC1=CC=CC=C1 (3-Benzyloxymethyl-3-benzylthiomethylhexan-2-ol). Reaction SMILES: [CH3:1][Mg]I.[CH2:4]([O:11][CH2:12][C:13]([CH2:19][S:20][CH2:21][C:22]1[CH:27]=[CH:26][CH:25]=[CH:24][CH:23]=1)([CH2:16][CH2:17][CH3:18])[CH:14]=[O:15])[C:5]1[CH:10]=[CH:9][CH:8]=[CH:7][CH:6]=1.Cl>C(OCC)C>[CH2:4]([O:11][CH2:12][C:13]([CH2:19][S:20][CH2:21][C:22]1[CH:23]=[CH:24][CH:25]=[CH:26][CH:27]=1)([CH2:16][CH2:17][CH3:18])[CH:14]([OH:15])[CH3:1])[C:5]1[CH:6]=[CH:7][CH:8]=[CH:9][CH:10]=1. Reported procedure: Methyl magnesium iodide (4.0 ml, 3M solution in ether) was added to a solution of 2-benzyloxymethyl-2-benzylthiomethyl-pentanal (2.6 g.) in dry diethyl ether (50 ml.) at 0°. The mixture was refluxed, with stirring for 2 hours. The mixture was cooled and poured into 1N hydrochloric acid in ice. The aqueous mixture was extracted with diethyl ether. The ethereal extracts were washed with water, dried over anhydrous magnesium sulphate and evaporated in vacuo. The residue was chromatographed on silic... Reactants: OCCCC#CC1=CC=C(C=C1)C[C@@H](C(=O)O)OC ((2S)-3-[4-(5-hydroxy-pent-1-ynyl)-phenyl]-2-methoxy-propionic acid), OC1=CC=C(C(=O)C2=CC=CC=C2)C=C1 (4-hydroxybenzophenone). The product is C(C1=CC=CC=C1)(=O)C1=CC=C(OCCCC#CC2=CC=C(C=C2)C[C@@H](C(=O)O)OC)C=C1 ((2S)-3-{4-[5-(4-Benzoyl-phenoxy)-pent-1-ynyl]-phenyl}-2-methoxy-propionic acid). Reaction SMILES: [OH:1][CH2:2][CH2:3][CH2:4][C:5]#[C:6][C:7]1[CH:12]=[CH:11][C:10]([CH2:13][C@H:14]([O:18][CH3:19])[C:15]([OH:17])=[O:16])=[CH:9][CH:8]=1.O[C:21]1[CH:34]=[CH:33][C:24]([C:25]([C:27]2[CH:32]=[CH:31][CH:30]=[CH:29][CH:28]=2)=[O:26])=[CH:23][CH:22]=1>>[C:25]([C:27]1[CH:32]=[CH:31][C:30]([O:1][CH2:2][CH2:3][CH2:4][C:5]#[C:6][C:7]2[CH:8]=[CH:9][C:10]([CH2:13][C@H:14]([O:18][CH3:19])[C:15]([OH:17])=[O:16])=[CH:11][CH:12]=2)=[CH:29][CH:28]=1)(=[O:26])[C:24]1[CH:33]=[CH:34][CH:21]=[CH:22][CH:23]=1. Procedure details: The title compound was prepared from (2S)-3-[4-(5-hydroxy-pent-1-ynyl)-phenyl]-2-methoxy-propionic acid (Example 21, Step A) and 4-hydroxybenzophenone via the standard Mitsunobu coupling-hydrolysis procedure (Standard Procedure A) to produce a white oily solid. 1H-NMR (200.15 MHz, CDCl3): δ 7.82–7.70 (m, 3H), 7.54–7.43 (m, 4H), 7.31–7.23 (m, 2H), 7.14 (d, 2H, J=8.1), 6.95 (d, 2H, J=8.8), 4.19 (d, 2H, J=5.9), 3.96 (dd, 1H, J=7.7, 4.4), 3.34 (s, 3H), 3.09 (dd, 1H, J=14.3, 4.4), 2.95 (dd, 1H, J=14.... Starting materials: C=C(C)C, ClCCl, O=C(O)C1C=CCn2c(=O)n(CCCl)c(=O)n21, C1COCCO1, O, O=S(=O)(O)O. The product is CC(C)(C)OC(=O)C1C=CCn2c(=O)n(CCCl)c(=O)n21. As a reaction SMILES: [CH2:26]=[C:27]([CH3:28])[CH3:29].[Cl:18][CH2:19][Cl:20].[Cl:1][CH2:2][CH2:3][n:4]1[c:5](=[O:17])[n:6]2[n:7]([c:15]1=[O:16])[CH2:8][CH:9]=[CH:10][CH:11]2[C:12](=[O:13])[OH:14].[O:30]1[CH2:31][CH2:32][O:33][CH2:34][CH2:35]1.[OH2:36].[S:21](=[O:22])(=[O:23])([OH:24])[OH:25]>>[Cl:1][CH2:2][CH2:3][n:4]1[c:5](=[O:17])[n:6]2[n:7]([c:15]1=[O:16])[CH2:8][CH:9]=[CH:10][CH:11]2[C:12](=[O:13])[O:14][C:27]([CH3:26])([CH3:28])[CH3:29]. The reactants are [Al+3], CCCCCC=CCC=CCCCCCCCC(=O)OC, CCOCC, [H-], [H-], [H-], [H-], [Li+]. Product: CCCCCC=CCC=CCCCCCCCCO. RXN SMILES: [Al+3:23].[C:1]([CH2:2][CH2:3][CH2:4][CH2:5][CH2:6][CH2:7][CH2:8][CH:9]=[CH:10][CH2:11][CH:12]=[CH:13][CH2:14][CH2:15][CH2:16][CH2:17][CH3:18])(=[O:19])[O:20][CH3:21].[CH3:28][CH2:29][O:30][CH2:31][CH3:32].[H-:22].[H-:25].[H-:26].[H-:27].[Li+:24]>>[CH2:1]([CH2:2][CH2:3][CH2:4][CH2:5][CH2:6][CH2:7][CH2:8][CH:9]=[CH:10][CH2:11][CH:12]=[CH:13][CH2:14][CH2:15][CH2:16][CH2:17][CH3:18])[OH:19].